Dataset: the Open Reaction Database (ORD), a public repository of structured organic reaction records. Task: describe an organic reaction: reactants, conditions, products, and yield Starting materials: CCCO, Cc1ccccc1, OB(O)c1ccc(F)cc1, CCOCc1nc2c(N)nc3cc(Br)cnc3c2n1CC1(O)CCCC1, [Na+], [Na+], O=C([O-])[O-], CC(=O)[O-], CC(=O)[O-], O, [Pd+2], c1ccc(P(c2ccccc2)c2ccccc2)cc1. Product: CCOCc1nc2c(N)nc3cc(-c4ccc(F)cc4)cnc3c2n1CC1(O)CCCC1. RXN SMILES: [CH2:57]([OH:58])[CH2:59][CH3:60].[CH3:61][c:62]1[cH:63][cH:64][cH:65][cH:66][cH:67]1.[F:27][c:28]1[cH:29][cH:30][c:31]([B:34]([OH:35])[OH:36])[cH:32][cH:33]1.[NH2:1][c:2]1[n:3][c:4]2[cH:5][c:6]([Br:26])[cH:7][n:8][c:9]2[c:10]2[c:11]1[n:12][c:13]([CH2:22][O:23][CH2:24][CH3:25])[n:14]2[CH2:15][C:16]1([OH:21])[CH2:17][CH2:18][CH2:19][CH2:20]1.[Na+:68].[Na+:69].[O-:70][C:71](=[O:72])[O-:73].[O-:75][C:76]([CH3:77])=[O:78].[O-:79][C:80]([CH3:81])=[O:82].[OH2:56].[Pd+2:74].[c:37]1([P:38]([c:39]2[cH:40][cH:41][cH:42][cH:43][cH:44]2)[c:45]2[cH:46][cH:47][cH:48][cH:49][cH:50]2)[cH:51][cH:52][cH:53][cH:54][cH:55]1>>[NH2:1][c:2]1[n:3][c:4]2[cH:5][c:6](-[c:31]3[cH:30][cH:29][c:28]([F:27])[cH:33][cH:32]3)[cH:7][n:8][c:9]2[c:10]2[c:11]1[n:12][c:13]([CH2:22][O:23][CH2:24][CH3:25])[n:14]2[CH2:15][C:16]1([OH:21])[CH2:17][CH2:18][CH2:19][CH2:20]1. Reactants: C1(=C(C(=O)C1=O)O)O (quadratic acid), NC1CC(NC(C1)(C)C)(C)C (4-amino-2,2,6,6-tetramethylpiperidine). Solvent: C(C)(C)O (isopropanol). The product is CC1(NC(CC(C1)N[C+]1[C+](C(=C1[O-])NC1CC(NC(C1)(C)C)(C)C)[O-])(C)C)C (1,3-Bis[2,2,6,6-tetramethyl-4-piperidylamino]cyclobutenediylium-2,4-diolate). The yield is 90.4%. Reaction SMILES: [C:1]1(O)[C:5](=[O:6])[C:3](=O)[C:2]=1[OH:7].[NH2:9][CH:10]1[CH2:15][C:14]([CH3:17])([CH3:16])[NH:13][C:12]([CH3:19])([CH3:18])[CH2:11]1>C(O)(C)C>[CH3:16][C:14]1([CH3:17])[CH2:15][CH:10]([NH:9][C+:1]2[C:2]([O-:7])=[C:3]([NH:9][CH:10]3[CH2:11][C:12]([CH3:19])([CH3:18])[NH:13][C:14]([CH3:17])([CH3:16])[CH2:15]3)[C+:5]2[O-:6])[CH2:11][C:12]([CH3:19])([CH3:18])[NH:13]1. Procedure details: In an autoclave, 114.0 g of quadratic acid (1.0 mole), 390.8 g of 4-amino-2,2,6,6-tetramethylpiperidine (2.5 moles), and 800 cc of isopropanol were heated for five hours to 140° C. and then for 15 hours to 210° C. After cooling, the solid was suctioned off and dried. The thusobtained crude product was eluted three times with boiling methanol, washed with cold methanol, and then exhaustively dried, yielding as the remainder 353.1 g of white crystals (yield: 90.4%, mp>400° C., decomposition). The yield is 81.2%. Yields the product OCC=1C=C2C=C(NC2=C(C1)[N+](=O)[O-])C(=O)O (5-Hydroxymethyl-7-nitro-1H-indole-2-carboxylic acid). Procedure details: 5-Acetoxymethyl-7-nitro-1H-indole-2-carboxylic acid methyl ester (3.5 g, 12.0 mmol) prepared in Step B was dissolved in a solvent mixture of tetrahydrofuran, methanol and water (1:1:1, 100 mL). Lithium hydroxide hydrate (1.5 g, 35.9 mmol) was added thereto, and the mixture was stirred for 3 h at room temperature. After completion of the reaction, methanol and tetrahydrofuran were removed by distillation under reduced pressure. 1N hydrochloric acid was added to the residue. The reaction mixture w... Reaction conditions: time 3 hour. The solvent is O1CCCC1 (tetrahydrofuran), CO (methanol), O1CCCC1 (tetrahydrofuran), CO (methanol), O (water). RXN SMILES: C[O:2][C:3]([C:5]1[NH:6][C:7]2[C:12]([CH:13]=1)=[CH:11][C:10]([CH2:14][O:15]C(=O)C)=[CH:9][C:8]=2[N+:19]([O-:21])=[O:20])=[O:4].O.[OH-].[Li+]>O1CCCC1.CO.O>[OH:15][CH2:14][C:10]1[CH:11]=[C:12]2[C:7](=[C:8]([N+:19]([O-:21])=[O:20])[CH:9]=1)[NH:6][C:5]([C:3]([OH:4])=[O:2])=[CH:13]2 |f:1.2.3|. Starting materials: COC(=O)C=1NC2=C(C=C(C=C2C1)COC(C)=O)[N+](=O)[O-] (5-Acetoxymethyl-7-nitro-1H-indole-2-carboxylic acid methyl ester), O.[OH-].[Li+] (Lithium hydroxide hydrate).